From a dataset of the Open Reaction Database (ORD), a public repository of structured organic reaction records. describe an organic reaction: reactants, conditions, products, and yield The reactants are C1CCOC1, CC(C)=O, CCOCC, [Li]CCCC, N#CC1CCCCC1, CC(C)NC(C)C. The product is CC(C)(O)C1(C#N)CCCCC1. Reaction SMILES: [CH2:25]1[O:26][CH2:27][CH2:28][CH2:29]1.[CH3:21][C:22]([CH3:23])=[O:24].[CH3:30][CH2:31][O:32][CH2:33][CH3:34].[CH3:8][CH2:9][CH2:10][CH2:11][Li:12].[CH:13]1([C:19]#[N:20])[CH2:14][CH2:15][CH2:16][CH2:17][CH2:18]1.[CH:1]([NH:2][CH:3]([CH3:4])[CH3:5])([CH3:6])[CH3:7]>>[C:13]1([C:19]#[N:20])([C:22]([CH3:21])([CH3:23])[OH:24])[CH2:14][CH2:15][CH2:16][CH2:17][CH2:18]1. The reactants are NC1=CC=CC2=CC=CC=C12 (aminonaphthalene), C1(CC1)B(O)O (cyclopropyl boronic acid), P(=O)([O-])([O-])[O-].[K+].[K+].[K+] (potassium phosphate), C1(CCCCC1)P(C1CCCCC1)C1CCCCC1 (tricyclohexylphosphine), O (water), O (Water). Reagents/catalysts: C(C)(=O)[O-].[Pd+2].C(C)(=O)[O-] (palladium acetate). The solvent is C1(=CC=CC=C1)C (toluene). Run at temperature 100 celsius. Yields the product NC1=CC=C(C2=CC=C(C=C12)OC)C1CC1 (1-amino-4-cyclopropyl-7-methoxynaphthalene). RXN SMILES: [NH2:1][C:2]1[C:11]2[C:6](=[CH:7][CH:8]=[CH:9][CH:10]=2)[CH:5]=[CH:4][CH:3]=1.[CH:12]1(B(O)O)[CH2:14][CH2:13]1.P([O-])([O-])([O-])=O.[K+].[K+].[K+].[CH:26]1(P(C2CCCCC2)C2CCCCC2)CCCCC1.[OH2:45]>C1(C)C=CC=CC=1.C([O-])(=O)C.[Pd+2].C([O-])(=O)C>[NH2:1][C:2]1[C:11]2[C:6](=[CH:7][CH:8]=[C:9]([O:45][CH3:26])[CH:10]=2)[C:5]([CH:12]2[CH2:14][CH2:13]2)=[CH:4][CH:3]=1 |f:2.3.4.5,9.10.11|. Procedure details: To a solution of aminonaphthalene f (1 g, 4.0 mmol), cyclopropyl boronic acid (438 mg, 5.1 mmol), potassium phosphate (2.97 g, 14 mmol) and tricyclohexylphosphine (112 mg, 0.4 mmol) in toluene (21 mL) and water (0.8 mL) under nitrogen atmosphere was added palladium acetate (45 mg, 0.2 mmol) with vigorous stirring. The mixture was heated to 100° C. for 3 h and then cooled to room temperature. Water was added and the mixture extracted with ethyl acetate, dried over sodium sulfate and concentrated.